Dataset: the Open Reaction Database (ORD), a public repository of structured organic reaction records. Task: describe an organic reaction: reactants, conditions, products, and yield The reactants are C(C=C)NS(=O)(=O)C1=CC(=C(S1)Br)C1=C(N=C(S1)NC(C)=O)C (N-(5-{5-[(allylamino)sulfonyl]-2-bromo-3-thienyl}-4-methyl-1,3-thiazol-2-yl)acetamide), C(CCC)[Li] (n-Butyllithium), O (water). The solvent is C1CCOC1 (THF). Run at temperature -70 celsius, time 1 hour. Product: C(C=C)NS(=O)(=O)C1=CC(=CS1)C1=C(N=C(S1)NC(C)=O)C (N-(5-{5-[(allylamino)sulfonyl]-3-thienyl}-4-methyl-1,3-thiazol-2-yl)acetamide). Isolated yield 10.0%. RXN SMILES: [CH2:1]([NH:4][S:5]([C:8]1[S:12][C:11](Br)=[C:10]([C:14]2[S:18][C:17]([NH:19][C:20](=[O:22])[CH3:21])=[N:16][C:15]=2[CH3:23])[CH:9]=1)(=[O:7])=[O:6])[CH:2]=[CH2:3].C([Li])CCC.O>C1COCC1>[CH2:1]([NH:4][S:5]([C:8]1[S:12][CH:11]=[C:10]([C:14]2[S:18][C:17]([NH:19][C:20](=[O:22])[CH3:21])=[N:16][C:15]=2[CH3:23])[CH:9]=1)(=[O:7])=[O:6])[CH:2]=[CH2:3]. Procedure details: N-(5-{5-[(allylamino)sulfonyl]-2-bromo-3-thienyl}-4-methyl-1,3-thiazol-2-yl)acetamide obtained in Step I as described above (35 mg; 0.08 mmol; 1 eq), is dissolved in dry THF (5 ml) at −70° C. under an inert atmosphere. n-Butyllithium (0.18 ml; 1 M; 0.18 mmol; 2.20 eq) is added slowly and reaction stirred at −70° C. for 1 hour before being hydrolyzed with water (0.3 ml). Reaction is warmed up to room temperature before being concentrated to dryness. Residue is taken up with water (2 ml) and EtOAc...